The task is: describe an organic reaction: reactants, conditions, products, and yield. This data is from the Open Reaction Database (ORD), a public repository of structured organic reaction records. Reactants: FCC(CF)(C)C1=NN(C(=C1)NC(OC1=CC=CC=C1)=O)C1=CC=CC=C1 (phenyl 3-(1,3-difluoro-2-methylpropan-2-yl)-1-phenyl-1H-pyrazol-5-ylcarbamate), Example 167B, COC=1C=C2C(=NC=NC2=CC1OCCOC)OC=1C=C(N)C=CC1 (3-(6-methoxy-7-(2-methoxyethoxy)quinazolin-4-yloxy)aniline), C(C)(C)N(C(C)C)CC (N,N-diisopropylethylamine). Run in C1CCOC1 (THF). Yields the product FCC(CF)(C)C1=NN(C(=C1)NC(=O)NC1=CC(=CC=C1)OC1=NC=NC2=CC(=C(C=C12)OC)OCCOC)C1=CC=CC=C1 (1-[3-(1,3-difluoro-2-methylpropan-2-yl)-1-phenyl-1H-pyrazol-5-yl]-3-{3-[6-methoxy-7-(2-methoxyethoxy)quinazolin-4-yloxy]phenyl}urea). The yield is 43.0%. Reaction SMILES: [F:1][CH2:2][C:3]([C:7]1[CH:11]=[C:10]([NH:12][C:13](=[O:21])OC2C=CC=CC=2)[N:9]([C:22]2[CH:27]=[CH:26][CH:25]=[CH:24][CH:23]=2)[N:8]=1)([CH3:6])[CH2:4][F:5].[CH3:28][O:29][C:30]1[CH:31]=[C:32]2[C:37](=[CH:38][C:39]=1[O:40][CH2:41][CH2:42][O:43][CH3:44])[N:36]=[CH:35][N:34]=[C:33]2[O:45][C:46]1[CH:47]=[C:48]([CH:50]=[CH:51][CH:52]=1)[NH2:49].C(N(CC)C(C)C)(C)C>C1COCC1>[F:1][CH2:2][C:3]([C:7]1[CH:11]=[C:10]([NH:12][C:13]([NH:49][C:48]2[CH:50]=[CH:51][CH:52]=[C:46]([O:45][C:33]3[C:32]4[C:37](=[CH:38][C:39]([O:40][CH2:41][CH2:42][O:43][CH3:44])=[C:30]([O:29][CH3:28])[CH:31]=4)[N:36]=[CH:35][N:34]=3)[CH:47]=2)=[O:21])[N:9]([C:22]2[CH:23]=[CH:24][CH:25]=[CH:26][CH:27]=2)[N:8]=1)([CH3:6])[CH2:4][F:5]. Procedure details: Using the procedure described in Example 159B, phenyl 3-(1,3-difluoro-2-methylpropan-2-yl)-1-phenyl-1H-pyrazol-5-ylcarbamate as described in Example 167B (0.186 g, 0.5 mmol), 3-(6-methoxy-7-(2-methoxyethoxy)quinazolin-4-yloxy)aniline from Example 117B (0.137 g, 0.4 mmol), and N,N-diisopropylethylamine (0.8 mL) in THF (6 mL) at 50° C. for 6 hours, to afford 1-[3-(1,3-difluoro-2-methylpropan-2-yl)-1-phenyl-1H-pyrazol-5-yl]-3-{3-[6-methoxy-7-(2-methoxyethoxy)quinazolin-4-yloxy]phenyl}urea as solid ...